From a dataset of the Open Reaction Database (ORD), a public repository of structured organic reaction records. describe an organic reaction: reactants, conditions, products, and yield Product: CC(C)(C)OC(=O)N(CCc1ccc(O)c2c1OCC(=O)N2)CCN(C(=O)CCOCCc1cccc(C=O)c1)C1CCCCC1. RXN SMILES: [C:1](#[N:2])[c:3]1[cH:4][c:5]([CH2:6][CH2:7][O:8][CH2:9][CH2:10][C:11](=[O:12])[N:13]([CH:14]2[CH2:15][CH2:16][CH2:17][CH2:18][CH2:19]2)[CH2:20][CH2:21][N:22]([C:23]([O:24][C:25]([CH3:26])([CH3:27])[CH3:28])=[O:29])[CH2:30][CH2:31][c:32]2[cH:33][cH:34][c:35]([OH:43])[c:36]3[c:37]2[O:38][CH2:39][C:40](=[O:42])[NH:41]3)[cH:44][cH:45][cH:46]1.[CH3:47][C:48]([OH:49])=[O:50].[Ni:58].[OH2:57].[cH:51]1[cH:52][cH:53][n:54][cH:55][cH:56]1>>[CH:1]([c:3]1[cH:4][c:5]([CH2:6][CH2:7][O:8][CH2:9][CH2:10][C:11](=[O:12])[N:13]([CH:14]2[CH2:15][CH2:16][CH2:17][CH2:18][CH2:19]2)[CH2:20][CH2:21][N:22]([C:23]([O:24][C:25]([CH3:26])([CH3:27])[CH3:28])=[O:29])[CH2:30][CH2:31][c:32]2[cH:33][cH:34][c:35]([OH:43])[c:36]3[c:37]2[O:38][CH2:39][C:40](=[O:42])[NH:41]3)[cH:44][cH:45][cH:46]1)=[O:49]. The reactants are CC(C)(C)OC(=O)N(CCc1ccc(O)c2c1OCC(=O)N2)CCN(C(=O)CCOCCc1cccc(C#N)c1)C1CCCCC1, CC(=O)O, [Ni], O, c1ccncc1. The reactants are CN(C)C(C(=O)O)CCC (dimethylamino-pentanoic acid), S(=O)(Cl)Cl (thionyl chloride), C1(=CC=CC=C1)NC1=C(C(=O)N)C=CC=C1 (2-phenylamino-benzamide). Run in ClC(Cl)Cl (trichloromethane). Conditions: temperature 57.5 celsius, time 90 minute. The product is CN(C(CCC=1N(C2=CC=CC=C2C(N1)=O)C1=CC=CC=C1)C)C (2-(3-Dimethylamino-butyl)-1-phenyl-1H-quinazolin-4-one). As a reaction SMILES: [CH3:1][N:2]([CH:4]([CH2:8][CH2:9][CH3:10])[C:5](O)=O)[CH3:3].S(Cl)(Cl)=O.[C:15]1([NH:21][C:22]2[CH:30]=[CH:29][CH:28]=[CH:27][C:23]=2[C:24]([NH2:26])=[O:25])[CH:20]=[CH:19][CH:18]=[CH:17][CH:16]=1>ClC(Cl)Cl>[CH3:1][N:2]([CH3:3])[CH:4]([CH3:5])[CH2:8][CH2:9][C:10]1[N:21]([C:15]2[CH:20]=[CH:19][CH:18]=[CH:17][CH:16]=2)[C:22]2[C:23]([C:24](=[O:25])[N:26]=1)=[CH:27][CH:28]=[CH:29][CH:30]=2. Procedure details: 3.80 g (20.9 mmol) dimethylamino-pentanoic acid were added to 25 ml thionyl chloride and stirred for 90 min. at 55-60° C. The remaining thionyl chloride was distilled in vacuum and the residue was added to a solution of 2.00 g (9.42 mmol) 2-phenylamino-benzamide (see above) in 30 ml trichloromethane at 0° C. The reaction mixture was boiled for 4 h and stirred overnight at room temperature. The residue was filtrated and dissolved in dichloromethane and saturated sodium bicarbonate solution. The o...